From a dataset of the Open Reaction Database (ORD), a public repository of structured organic reaction records. describe an organic reaction: reactants, conditions, products, and yield Starting materials: C1CCOC1, CC(C)OC(=O)N=NC(=O)OC(C)C, O, OCc1ccccn1, COC(=O)c1ccc(O)cc1, c1ccc(P(c2ccccc2)c2ccccc2)cc1. Product: COC(=O)c1ccc(OCc2ccccn2)cc1. RXN SMILES: [CH2:54]1[O:55][CH2:56][CH2:57][CH2:58]1.[O:39]=[C:40]([O:41][CH:42]([CH3:43])[CH3:44])[N:45]=[N:46][C:47]([O:48][CH:49]([CH3:50])[CH3:51])=[O:52].[OH2:53].[OH:1][CH2:2][c:3]1[n:4][cH:5][cH:6][cH:7][cH:8]1.[OH:9][c:10]1[cH:11][cH:12][c:13]([C:14](=[O:15])[O:16][CH3:17])[cH:18][cH:19]1.[c:20]1([P:21]([c:22]2[cH:23][cH:24][cH:25][cH:26][cH:27]2)[c:28]2[cH:29][cH:30][cH:31][cH:32][cH:33]2)[cH:34][cH:35][cH:36][cH:37][cH:38]1>>[O:1]([CH2:2][c:3]1[n:4][cH:5][cH:6][cH:7][cH:8]1)[c:10]1[cH:11][cH:12][c:13]([C:14](=[O:15])[O:16][CH3:17])[cH:18][cH:19]1. Yields the product CC1(c2ccc(O)c(Br)c2)C(=O)Nc2cc(Cl)cc(Cl)c2C1=O. As a reaction SMILES: [B:31]([Br:32])([Br:33])[Br:34].[CH2:1]([c:2]1[cH:3][cH:4][cH:5][cH:6][cH:7]1)[O:8][c:9]1[c:10]([Br:30])[cH:11][c:12]([C:15]2([CH3:29])[C:16](=[O:28])[NH:17][c:18]3[cH:19][c:20]([Cl:27])[cH:21][c:22]([Cl:26])[c:23]3[C:24]2=[O:25])[cH:13][cH:14]1.[CH3:35][CH2:36][CH2:37][CH2:38][CH2:39][CH3:40].[CH3:41][CH2:42][O:43][C:44]([CH3:45])=[O:46]>>[OH:8][c:9]1[c:10]([Br:30])[cH:11][c:12]([C:15]2([CH3:29])[C:16](=[O:28])[NH:17][c:18]3[cH:19][c:20]([Cl:27])[cH:21][c:22]([Cl:26])[c:23]3[C:24]2=[O:25])[cH:13][cH:14]1. Reactants: BrB(Br)Br, CC1(c2ccc(OCc3ccccc3)c(Br)c2)C(=O)Nc2cc(Cl)cc(Cl)c2C1=O, CCCCCC, CCOC(C)=O. Starting materials: COC(=O)c1cnc(N2CCc3[nH]c4ccc(-c5cccc(-c6nnn[nH]6)c5)cc4c3C2)nc1, CO, ClCCl, NO, [Na+], [OH-], O. Yields the product O=C(NO)c1cnc(N2CCc3[nH]c4ccc(-c5cccc(-c6nnn[nH]6)c5)cc4c3C2)nc1. As a reaction SMILES: [CH3:1][O:2][C:3](=[O:4])[c:5]1[cH:6][n:7][c:8]([N:11]2[CH2:12][c:13]3[c:14]([nH:15][c:16]4[cH:17][cH:18][c:19](-[c:22]5[cH:23][c:24](-[c:28]6[n:29][n:30][n:31][nH:32]6)[cH:25][cH:26][cH:27]5)[cH:20][c:21]34)[CH2:33][CH2:34]2)[n:9][cH:10]1.[CH3:42][OH:43].[Cl:35][CH2:36][Cl:37].[NH2:38][OH:39].[Na+:41].[OH-:40].[OH2:44]>>[C:3](=[O:4])([c:5]1[cH:6][n:7][c:8]([N:11]2[CH2:12][c:13]3[c:14]([nH:15][c:16]4[cH:17][cH:18][c:19](-[c:22]5[cH:23][c:24](-[c:28]6[nH:29][n:30][n:31][n:32]6)[cH:25][cH:26][cH:27]5)[cH:20][c:21]34)[CH2:33][CH2:34]2)[n:9][cH:10]1)[NH:38][OH:39].